This data is from the Open Reaction Database (ORD), a public repository of structured organic reaction records. The task is: describe an organic reaction: reactants, conditions, products, and yield The yield is 81.8%. Run at temperature 60 celsius, time 1 hour. The product is C(OC1CCCCC1)(OC(C)I)=O (cyclohexyl 1-iodoethyl carbonate). As a reaction SMILES: [C:1](=[O:13])([O:6][CH:7]1[CH2:12][CH2:11][CH2:10][CH2:9][CH2:8]1)[O:2][CH:3](Cl)[CH3:4].[I-:14].[Na+]>C(#N)C>[C:1](=[O:13])([O:2][CH:3]([I:14])[CH3:4])[O:6][CH:7]1[CH2:12][CH2:11][CH2:10][CH2:9][CH2:8]1 |f:1.2|. Reactants: C(OC(C)Cl)(OC1CCCCC1)=O (1-chloroethyl cyclohexyl carbonate), [I-].[Na+] (sodium iodide). Procedure: 9.15 g of cyclohexanol was dissolved in 150 mL of methylene chloride, to which 7.4 mL of pyridine was added followed by dropwise addition of 10 mL of 1-chloroethyl chloroformate in an ice bath, and this mixture was stirred for 2 hours at room temperature. Then, a sodium chloride solution was added to the reaction mixture and the organic phase was separated therefrom. After the resultant organic phase was dried over anhydrous magnesium sulfate, the solvent was distilled out under reduced pressure... The solvent is C(C)#N (acetonitrile).